Dataset: the Open Reaction Database (ORD), a public repository of structured organic reaction records. Task: describe an organic reaction: reactants, conditions, products, and yield Reactants: BrC1=CC(=C(C(=O)N2CCCC2)C=C1)C=O (N-(4-bromo-2-formyl-benzoyl)-pyrrolidine), C(=O)(OCC)C=P(C1=CC=CC=C1)(C1=CC=CC=C1)C1=CC=CC=C1 (carboethoxymethylene triphenylphosphorane). The solvent is C1(=CC=CC=C1)C (toluene). Product: BrC1=CC(=C(C(=O)N2CCCC2)C=C1)\C=C\C(=O)OCC (E-N-[4-bromo-2-(2-ethoxycarbonyl-vinyl)-benzoyl]-pyrrolidine). As a reaction SMILES: [Br:1][C:2]1[CH:14]=[CH:13][C:5]([C:6]([N:8]2[CH2:12][CH2:11][CH2:10][CH2:9]2)=[O:7])=[C:4]([CH:15]=O)[CH:3]=1.[C:17]([CH:22]=P(C1C=CC=CC=1)(C1C=CC=CC=1)C1C=CC=CC=1)([O:19][CH2:20][CH3:21])=[O:18]>C1(C)C=CC=CC=1>[Br:1][C:2]1[CH:14]=[CH:13][C:5]([C:6]([N:8]2[CH2:9][CH2:10][CH2:11][CH2:12]2)=[O:7])=[C:4](/[CH:15]=[CH:22]/[C:17]([O:19][CH2:20][CH3:21])=[O:18])[CH:3]=1. Reported procedure: A solution of 1.27 g (4.5 mmol) of N-(4-bromo-2-formyl-benzoyl)-pyrrolidine and 1.65 g (4.5 mmol) of carboethoxymethylene triphenylphosphorane in 45 ml of toluene is heated to 80° C. for 4 hours. After removal of the solvent the residue is purified by flash chromatography (silica gel; methylene chloride/ethanol 99:1 to 99:2). The reactants are C([O-])([O-])=O.[K+].[K+] (potassium carbonate), C(#N)C(CSCC(C#N)C#N)C#N (bis-cyanoethyl sulphide), BrBr (bromine), C([O-])([O-])=O.[K+].[K+] (potassium carbonate). Solvent: ClC(C)Cl (dichloroethane). Conditions: temperature 40 celsius, time 16 hour. Yields the product C(#N)CCSC=C(C#N)Br (2-bromo-2-cyano-vinyl 2-cyano-ethyl sulphide). Yield: 17.2%. As a reaction SMILES: [C:1]([CH:3](C#N)[CH2:4][S:5][CH2:6][CH:7](C#N)[C:8]#[N:9])#[N:2].C(=O)([O-])[O-].[K+].[K+].[Br:20]Br>ClC(Cl)C>[C:1]([CH2:3][CH2:4][S:5][CH:6]=[C:7]([Br:20])[C:8]#[N:9])#[N:2] |f:1.2.3|. Procedure: 28 g of bis-cyanoethyl sulphide were dissolved in 50 ml of dichloroethane, and 110 g of potassium carbonate were added. 64 g of bromine were then added dropwise at 20° to 30° C. The mixture was stirred at 40° C. for 16 hours, a further 40 g of potassium carbonate were added and the mixture was stirred at 60° C. for 16 hours. The mixture was filtered, the filtrate was washed with water and concentrated and the residue was chromatographed. 5.5 g of 2-bromo-2-cyano-vinyl 2-cyano-ethyl sulphide were...